The task is: describe an organic reaction: reactants, conditions, products, and yield. This data is from the Open Reaction Database (ORD), a public repository of structured organic reaction records. The reactants are CC1(OC(=O)CC(=O)O1)C (Meldrum's acid), N1=CC=CC=C1 (pyridine), Cl (HCl), FC1=C(COC2=CC=C(CC(=O)Cl)C=C2)C(=CC=C1)F (4-(2,6-Difluorobenzyloxy)benzylcarbonyl chloride). Solvent: ClCCl (dichloromethane), ClCCl (dichloromethane), ClCCl (dichloromethane). Run at temperature 0 celsius, time 1 hour. The product is FC1=C(COC2=CC=C(C=C2)CC(CC(=O)OCC)=O)C(=CC=C1)F (Ethyl 4-(4-(2,6-difluorobenzyloxy)phenyl)-3-oxobutyrate). As a reaction SMILES: C[C:2]1([CH3:10])[O:9][C:7](=[O:8])[CH2:6][C:4](=[O:5])O1.N1C=CC=CC=1.[F:17][C:18]1[CH:35]=[CH:34][CH:33]=[C:32]([F:36])[C:19]=1[CH2:20][O:21][C:22]1[CH:31]=[CH:30][C:25]([CH2:26]C(Cl)=O)=[CH:24][CH:23]=1.Cl>ClCCl>[F:17][C:18]1[CH:35]=[CH:34][CH:33]=[C:32]([F:36])[C:19]=1[CH2:20][O:21][C:22]1[CH:23]=[CH:24][C:25]([CH2:26][C:4](=[O:5])[CH2:6][C:7]([O:9][CH2:2][CH3:10])=[O:8])=[CH:30][CH:31]=1. Procedure: To a solution of Meldrum's acid (0.846 g, 5.8 mmol) in dichloromethane (5 ml) was added pyridine (2 ml) over a period of 10 minutes at 0° C. To this solution was added 4-(2,6-Difluorobenzyloxy)benzylcarbonyl chloride (Step D, 1.71 g, 5.7 mmol) in dichloromethane (5 ml), which resulted in an orange solution. The dark orange solution was stirred for 1 hour at 0° C., allowed to warm to room temperature and stirred for an additional hour. The reaction mixture was diluted with dichloromethane and pou... Starting materials: ice, C(C)(=O)N1CCC2=CC=C(C=C12)S(=O)(=O)O (1-acetylindoline-6-sulfonic acid), C(C)(=O)N1CCC2=CC=C(C=C12)S(=O)(=O)O (1-acetylindoline-6-sulfonic acid), [N+](=O)(O)[O-] (Nitric acid). Run in S(O)(O)(=O)=O (sulfuric acid). Reaction conditions: temperature 0 celsius, time 2 hour. The product is C(C)(=O)N1CCC2=CC(=C(C=C12)S(=O)(=O)O)[N+](=O)[O-] (1-acetyl-5-nitroindoline-6-sulfonic acid). RXN SMILES: [C:1]([N:4]1[C:12]2[C:7](=[CH:8][CH:9]=[C:10]([S:13]([OH:16])(=[O:15])=[O:14])[CH:11]=2)[CH2:6][CH2:5]1)(=[O:3])[CH3:2].[N+:17]([O-])([OH:19])=[O:18]>S(=O)(=O)(O)O>[C:1]([N:4]1[C:12]2[C:7](=[CH:8][C:9]([N+:17]([O-:19])=[O:18])=[C:10]([S:13]([OH:16])(=[O:14])=[O:15])[CH:11]=2)[CH2:6][CH2:5]1)(=[O:3])[CH3:2]. Reported procedure: 16.0 g (66 mmol) of 1-acetylindoline-6-sulfonic acid (Compound 2-2 in Scheme II) was dissolved in 160 mL of cone, sulfuric acid. The solution was cooled to 0° C. using ice/water bath. Nitric acid (90%, furming) (3.0 mL, 1.1 eqv.) was added dropwise over 10 min. The resulting pale yellow solution was stirred at 0° C. for 2 h and then slowly poured onto 200 g of ice. The crystals formed were collected by filtration and washed successively with cold water acetone and ether. Drying under vacuum over...